From a dataset of the Open Reaction Database (ORD), a public repository of structured organic reaction records. describe an organic reaction: reactants, conditions, products, and yield Starting materials: CN1N=C(C=C1C1=CC=C(C=C1)OC(F)(F)F)CO ([1-methyl-5-(4-trifluoromethoxy-phenyl)-1H-pyrazol-3-yl]-methanol), CN(C(=O)N=NC(=O)N(C)C)C (N,N,N′,N′-tetramethyl azodicarboxamide), C(CCC)P(CCCC)CCCC (tributylphosphine), C(C)OC(CN1C=CC2=CC=C(C=C12)O)=O ((6-hydroxy-indol-1-yl)-acetic acid ethyl ester). Product: C(C)OC(CN1C=CC2=CC=C(C=C12)OCC1=NN(C(=C1)C1=CC=C(C=C1)OC(F)(F)F)C)=O ({6-[1-methyl-5-(4-trifluoromethoxy-phenyl)-1H-pyrazol-3-ylmethoxy]-indol-1-yl}-acetic acid ethyl ester). RXN SMILES: [CH2:1]([O:3][C:4](=[O:16])[CH2:5][N:6]1[C:14]2[C:9](=[CH:10][CH:11]=[C:12]([OH:15])[CH:13]=2)[CH:8]=[CH:7]1)[CH3:2].[CH3:17][N:18]1[C:22]([C:23]2[CH:28]=[CH:27][C:26]([O:29][C:30]([F:33])([F:32])[F:31])=[CH:25][CH:24]=2)=[CH:21][C:20]([CH2:34]O)=[N:19]1.CN(C)C(N=NC(N(C)C)=O)=O.C(P(CCCC)CCCC)CCC>>[CH2:1]([O:3][C:4](=[O:16])[CH2:5][N:6]1[C:14]2[C:9](=[CH:10][CH:11]=[C:12]([O:15][CH2:34][C:20]3[CH:21]=[C:22]([C:23]4[CH:24]=[CH:25][C:26]([O:29][C:30]([F:32])([F:31])[F:33])=[CH:27][CH:28]=4)[N:18]([CH3:17])[N:19]=3)[CH:13]=2)[CH:8]=[CH:7]1)[CH3:2]. Reported procedure: In analogy to the procedure described for example 3 c], (6-hydroxy-indol-1-yl)-acetic acid ethyl ester (example 2 e]) was reacted with [1-methyl-5-(4-trifluoromethoxy-phenyl)-1H-pyrazol-3-yl]-methanol in the presence of N,N,N′,N′-tetramethyl azodicarboxamide and tributylphosphine to give {6-[1-methyl-5-(4-trifluoromethoxy-phenyl)-1H-pyrazol-3-ylmethoxy]-indol-1-yl}-acetic acid ethyl ester as colorless solid. Reactants: ClC=1C=C(O[C@H]2[C@@H](CN(CC2)C(=O)OCC)C2=CC=CC=C2)C=CC1 (Trans-4-(3-chlorophenoxy)-1-ethoxycarbonyl-3-phenylpiperidine), [OH-].[Na+] (NaOH). Solvent: C(C)O (ethanol). The product is Cl.ClC=1C=C(O[C@H]2[C@@H](CNCC2)C2=CC=CC=C2)C=CC1 (trans-4-(3-chlorophenoxy)-3-phenylpiperidine hydrochloride). Reaction SMILES: [Cl:1][C:2]1[CH:3]=[C:4]([CH:23]=[CH:24][CH:25]=1)[O:5][C@@H:6]1[CH2:11][CH2:10][N:9](C(OCC)=O)[CH2:8][C@H:7]1[C:17]1[CH:22]=[CH:21][CH:20]=[CH:19][CH:18]=1.[OH-].[Na+]>C(O)C>[ClH:1].[Cl:1][C:2]1[CH:3]=[C:4]([CH:23]=[CH:24][CH:25]=1)[O:5][C@@H:6]1[CH2:11][CH2:10][NH:9][CH2:8][C@H:7]1[C:17]1[CH:22]=[CH:21][CH:20]=[CH:19][CH:18]=1 |f:1.2,4.5|. Procedure details: A mixture of 3.84 g of trans-4-(3-chlorophenoxy)-1-ethoxycarbonyl-3-phenylpiperidine of Example 33, 55 ml of absolute ethanol, and 28 ml of 10% aqueous NaOH solution is refluxed for 18 hours under nitrogen. The ethanol is then removed in vacuo and the aqueous residue is extracted with ether. The combined ether extracts are washed with saturated aqueous NaCl solution, dried over anhydrous MgSO4, and concentrated in vacuo to an oil. This oil is dissolved in ether, filtered, and the filtrate treate... Yield: 85.3%. Procedure: (E)-5-chloro-N-(3-(1-methyl-1H-tetrazol-5-ylthio)-4-oxonaphthalen-1(4H)-ylidene)thiophene-2-sulfonamide (13aa) was prepared according to the procedure for 13x except using 12d, affording 77.1 mg (85.3%) title compound as a yellow solid. Reaction SMILES: [CH3:1][N:2]1[C:6]([S:7][C:8]2[C:17](=[O:18])[C:16]3[C:11](=[CH:12][CH:13]=[CH:14][CH:15]=3)/[C:10](=[N:19]/[S:20]([C:23]3[CH:28]=[CH:27][C:26]([C:29]4[CH:34]=[CH:33][CH:32]=[CH:31][CH:30]=4)=[CH:25][CH:24]=3)(=[O:22])=[O:21])/[CH:9]=2)=[N:5][N:4]=[N:3]1.[Cl:35][C:36]1[S:40][C:39]([S:41](/[N:44]=[C:45]2\[CH:46]=[C:47](Cl)[C:48](=[O:55])[C:49]3[C:54]\2=[CH:53][CH:52]=[CH:51][CH:50]=3)(=[O:43])=[O:42])=[CH:38][CH:37]=1>>[Cl:35][C:36]1[S:40][C:39]([S:41](/[N:44]=[C:45]2\[CH:46]=[C:47]([S:7][C:6]3[N:2]([CH3:1])[N:3]=[N:4][N:5]=3)[C:48](=[O:55])[C:49]3[C:54]\2=[CH:53][CH:52]=[CH:51][CH:50]=3)(=[O:43])=[O:42])=[CH:38][CH:37]=1.[CH3:1][N:2]1[C:6]([S:7][C:8]2[C:17](=[O:18])[C:16]3[C:11](=[CH:12][CH:13]=[CH:14][CH:15]=3)/[C:10](=[N:19]/[S:20]([C:23]3[CH:28]=[CH:27][C:26]([C:29]4[CH:34]=[CH:33][CH:32]=[CH:31][CH:30]=4)=[CH:25][CH:24]=3)(=[O:21])=[O:22])/[CH:9]=2)=[N:5][N:4]=[N:3]1. The reactants are CN1N=NN=C1SC1=C/C(/C2=CC=CC=C2C1=O)=N\S(=O)(=O)C1=CC=C(C=C1)C1=CC=CC=C1 ((E)-N-(3-(1-methyl-1H-tetrazol-5-ylthio)-4-oxonaphthalen-1(4H)-ylidene)biphenyl-4-sulfonamide), ClC1=CC=C(S1)S(=O)(=O)/N=C/1\C=C(C(C2=CC=CC=C12)=O)Cl ((E)-5-chloro-N-(3-chloro-4-oxonaphthalen-1(4H)-ylidene)thiophene-2-sulfonamide). The product is ClC1=CC=C(S1)S(=O)(=O)/N=C/1\C=C(C(C2=CC=CC=C12)=O)SC1=NN=NN1C ((E)-5-chloro-N-(3-(1-methyl-1H-tetrazol-5-ylthio)-4-oxonaphthalen-1(4H)-ylidene)thiophene-2-sulfonamide), CN1N=NN=C1SC1=C/C(/C2=CC=CC=C2C1=O)=N\S(=O)(=O)C1=CC=C(C=C1)C1=CC=CC=C1 ((E)-N-(3-(1-methyl-1H-tetrazol-5-ylthio)-4-oxonaphthalen-1(4H)-ylidene)biphenyl-4-sulfonamide). Yields the product CC(=CC(=O)O)c1cc2c(-c3cc(C)cc(C(C)(C)C)c3OCC(F)(F)F)cccc2s1. Starting materials: CCOC(=O)C=C(C)c1cc2c(-c3cc(C)cc(C(C)(C)C)c3OCC(F)(F)F)cccc2s1, C1CCOC1, CO, [Li+], [OH-]. As a reaction SMILES: [CH2:1]([CH3:2])[O:3][C:4]([CH:5]=[C:6]([CH3:7])[c:8]1[cH:9][c:10]2[c:11]([s:12]1)[cH:13][cH:14][cH:15][c:16]2-[c:17]1[c:18]([O:28][CH2:29][C:30]([F:31])([F:32])[F:33])[c:19]([C:24]([CH3:25])([CH3:26])[CH3:27])[cH:20][c:21]([CH3:23])[cH:22]1)=[O:34].[CH2:35]1[O:36][CH2:37][CH2:38][CH2:39]1.[CH3:42][OH:43].[Li+:41].[OH-:40]>>[O:3]=[C:4]([CH:5]=[C:6]([CH3:7])[c:8]1[cH:9][c:10]2[c:11]([s:12]1)[cH:13][cH:14][cH:15][c:16]2-[c:17]1[c:18]([O:28][CH2:29][C:30]([F:31])([F:32])[F:33])[c:19]([C:24]([CH3:25])([CH3:26])[CH3:27])[cH:20][c:21]([CH3:23])[cH:22]1)[OH:34].